The task is: describe an organic reaction: reactants, conditions, products, and yield. This data is from the Open Reaction Database (ORD), a public repository of structured organic reaction records. Reactants: CC=1SC2=C(N1)C=CC=C2 (2-methylbenzothiazole), CO (methanol), COC1=C(C(=O)OC)C=CC=C1 (methyl 2-methoxybenzoate), NN (hydrazine). Reagents/catalysts: CC=1C=CC(=CC1)S(=O)(=O)O (p-TSA). Yields the product COC1=C(C=CC=C1)C1=NNC=C1C=1SC2=C(N1)C=CC=C2 (2-[3-(2-Methoxyphenyl)-1H-pyrazol-4-yl]benzothiazole). Reaction SMILES: [CH3:1][C:2]1[S:3][C:4]2[CH:10]=[CH:9][CH:8]=[CH:7][C:5]=2[N:6]=1.[CH3:11][O:12][C:13]1[CH:22]=[CH:21][CH:20]=[CH:19][C:14]=1[C:15](OC)=O.[NH2:23][NH2:24].[CH3:25]O>CC1C=CC(S(O)(=O)=O)=CC=1>[CH3:11][O:12][C:13]1[CH:22]=[CH:21][CH:20]=[CH:19][C:14]=1[C:15]1[C:1]([C:2]2[S:3][C:4]3[CH:10]=[CH:9][CH:8]=[CH:7][C:5]=3[N:6]=2)=[CH:25][NH:24][N:23]=1. Procedure details: The title compound (430 mg) was prepared in four steps starting from 1.49 g (10 mmol) of 2-methylbenzothiazole and 1.66 g (10 mmol) of methyl 2-methoxybenzoate. After the reaction with hydrazine, the addition product was dissolved in methanol and heated to reflux with a catalytic amount of p-TSA (15 mg) for 2 hours to yield the title compound. MS (m/z, ES+): 308 (M+1, 100%). Yield=14%. Starting materials: CCOC(=O)C1C(=O)NCC1C, S=P12SP3(=S)SP(=S)(S1)SP(=S)(S2)S3, c1ccccc1. The product is CCOC(=O)C1C(=S)NCC1C. Reaction SMILES: [CH3:1][CH:2]1[CH:3]([C:8](=[O:9])[O:10][CH2:11][CH3:12])[C:4](=[O:7])[NH:5][CH2:6]1.[P:13]12(=[S:14])[S:15][P:16]3(=[S:26])[S:17][P:18](=[S:24])([S:19][P:20](=[S:23])([S:21]3)[S:22]1)[S:25]2.[cH:27]1[cH:28][cH:29][cH:30][cH:31][cH:32]1>>[CH3:1][CH:2]1[CH:3]([C:8](=[O:9])[O:10][CH2:11][CH3:12])[C:4](=[S:14])[NH:5][CH2:6]1. Starting materials: COC(=O)C(Cc1ccc(Oc2ccc(CC3SC(=O)NC3=O)cc2)cc1)NC(=O)C(C)NC(=O)OC(C)(C)C, ClCCl, Cl. Yields the product Cl, COC(=O)C(Cc1ccc(Oc2ccc(CC3SC(=O)NC3=O)cc2)cc1)NC(=O)C(C)N. Reaction SMILES: [C:1]([O:2][C:3](=[O:4])[NH:8][CH:9]([C:10](=[O:11])[NH:12][CH:13]([CH2:14][c:15]1[cH:16][cH:17][c:18]([O:19][c:20]2[cH:21][cH:22][c:23]([CH2:24][CH:25]3[C:26](=[O:31])[NH:27][C:28](=[O:30])[S:29]3)[cH:32][cH:33]2)[cH:34][cH:35]1)[C:36](=[O:37])[O:38][CH3:39])[CH3:40])([CH3:5])([CH3:6])[CH3:7].[Cl:42][CH2:43][Cl:44].[ClH:41]>>[ClH:41].[NH2:8][CH:9]([C:10](=[O:11])[NH:12][CH:13]([CH2:14][c:15]1[cH:16][cH:17][c:18]([O:19][c:20]2[cH:21][cH:22][c:23]([CH2:24][CH:25]3[C:26](=[O:31])[NH:27][C:28](=[O:30])[S:29]3)[cH:32][cH:33]2)[cH:34][cH:35]1)[C:36](=[O:37])[O:38][CH3:39])[CH3:40].